From a dataset of the Open Reaction Database (ORD), a public repository of structured organic reaction records. describe an organic reaction: reactants, conditions, products, and yield Reactants: C(C)(C)(C)C=1C(=NN2C1N=CC=C2)N (3-tert-butylpyrazolo[1,5-a]pyrimidin-2-amine), CC1([C@H]2CC[C@H]([C@@H]1C2)CC(=O)O)C (2-((1S,2S,5S)-6,6-dimethylbicyclo[3.1.1]heptan-2-yl)acetic acid). Product: C(C)(C)(C)C=1C(=NN2C1N=CC=C2)NC(C[C@H]2[C@H]1C([C@@H](CC2)C1)(C)C)=O (N-(3-tert-butylpyrazolo[1,5-a]pyrimidin-2-yl)-2-[(1S,2S,5S)-6,6-dimethylbicyclo[3.1.1]hept-2-yl]acetamide). Reaction SMILES: [C:1]([C:5]1[C:6]([NH2:14])=[N:7][N:8]2[CH:13]=[CH:12][CH:11]=[N:10][C:9]=12)([CH3:4])([CH3:3])[CH3:2].[CH3:15][C:16]1([CH3:27])[C@H:21]2[CH2:22][C@@H:17]1[CH2:18][CH2:19][C@H:20]2[CH2:23][C:24](O)=[O:25]>>[C:1]([C:5]1[C:6]([NH:14][C:24](=[O:25])[CH2:23][C@@H:20]2[CH2:19][CH2:18][C@H:17]3[CH2:22][C@@H:21]2[C:16]3([CH3:15])[CH3:27])=[N:7][N:8]2[CH:13]=[CH:12][CH:11]=[N:10][C:9]=12)([CH3:4])([CH3:2])[CH3:3]. Procedure details: The product from Example 105B and the product from Example 4B were processed using the method analogous to that described in Example 137 to afford the title compound. 1H NMR (300 MHz, DMSO-d6) δ ppm 9.65-9.70 (bs, 1H), 8.92 (dd, J=6.3, 1.8 Hz, 1H), 8.48 (dd, J=4.1, 1.8 Hz, 1H), 6.99 (dd, J=6.7, 3.9 Hz, 1H), 2.52-2.59 (m, 1H), 2.25-2.47 (m, 3H), 1.78-2.00 (m, 5H), 1.48-1.52 (m, 1H), 1.45 (s, 9H), 1.15-1.21 (bs, 3H), 1.02-1.11 (bs, 3H), 0.91 (d, J=9.3 Hz, 1H); MS (DCI) m/z 355 (M+H)+.